This data is from the Open Reaction Database (ORD), a public repository of structured organic reaction records. The task is: describe an organic reaction: reactants, conditions, products, and yield As a reaction SMILES: C[O:2][C:3]([C:5]1[CH:14]=[C:13]2[C:8]([CH2:9][CH2:10][C:11]([CH2:15][CH2:16][N:17]3[CH2:21][CH2:20][CH2:19][CH2:18]3)=[CH:12]2)=[CH:7][CH:6]=1)=O.[H-].C([Al+]CC(C)C)C(C)C.O>O1CCCC1.C1(C)C=CC=CC=1>[OH:2][CH2:3][C:5]1[CH:14]=[C:13]2[C:8]([CH2:9][CH2:10][C:11]([CH2:15][CH2:16][N:17]3[CH2:21][CH2:20][CH2:19][CH2:18]3)=[CH:12]2)=[CH:7][CH:6]=1 |f:1.2|. Run at time 1 hour. The solvent is O1CCCC1 (tetrahydrofuran), C1(=CC=CC=C1)C (toluene). Product: OCC1=CC=C2CCC(=CC2=C1)CCN1CCCC1 (1-[2-(3,4-dihydro-7-hydroxymethyl-2-naphthalenyl)ethyl]-pyrrolidine). Isolated yield 88.7%. Procedure: 1-[2-(3,4-Dihydro-7-methoxycarbonyl-2-naphthalenyl)ethyl]pyrrolidine (1.0 g) was dissolved in tetrahydrofuran (20 ml), and thereto was added dropwise a 1.5M solution of diisobutyl aluminum hydride in toluene (7.0 ml) under ice-cooling, and the mixture was stirred for one hour. To the reaction solution was added dropwise water to decompose the excess amount of the reducing agent, and the mixture was extracted with ethyl acetate. The extract was dried over anhydrous sodium sulfate, and concentrate... Starting materials: O (water), COC(=O)C1=CC=C2CCC(=CC2=C1)CCN1CCCC1 (1-[2-(3,4-Dihydro-7-methoxycarbonyl-2-naphthalenyl)ethyl]pyrrolidine), solution, [H-].C(C(C)C)[Al+]CC(C)C (diisobutyl aluminum hydride). Procedure details: To a solution of 6-chloro-N-[2-(propan-2-ylsulfonyl)phenyl]pyridazin-4-amine (prepared in Example 73: 0.02 mmol) and 4-(1-ethyl-4-oxido-1,4-azaphosphinan-4-yl)-2-methoxyaniline (0.7 mmol) in 1 mL of 2-Methoxy ethanol, is added 1 mL of 2.5M HCl in Ethanol. The reaction mixture is heated in a sealed tube at 140 degree until formation of the desired compound. The reaction mixture is filtered through a syringe filter and can be purified by Prep-HPLC. As a reaction SMILES: Cl[C:2]1[N:7]=[N:6][CH:5]=[C:4]([NH:8][C:9]2[CH:14]=[CH:13][CH:12]=[CH:11][C:10]=2[S:15]([CH:18]([CH3:20])[CH3:19])(=[O:17])=[O:16])[CH:3]=1.[CH2:21]([N:23]1[CH2:28][CH2:27][P:26]([C:30]2[CH:36]=[CH:35][C:33]([NH2:34])=[C:32]([O:37][CH3:38])[CH:31]=2)(=[O:29])[CH2:25][CH2:24]1)[CH3:22].Cl>COCCO.C(O)C>[CH2:21]([N:23]1[CH2:28][CH2:27][P:26]([C:30]2[CH:36]=[CH:35][C:33]([NH:34][C:2]3[N:7]=[N:6][CH:5]=[C:4]([NH:8][C:9]4[CH:14]=[CH:13][CH:12]=[CH:11][C:10]=4[S:15]([CH:18]([CH3:20])[CH3:19])(=[O:17])=[O:16])[CH:3]=3)=[C:32]([O:37][CH3:38])[CH:31]=2)(=[O:29])[CH2:25][CH2:24]1)[CH3:22]. Product: C(C)N1CCP(CC1)(=O)C1=CC(=C(C=C1)NC=1N=NC=C(C1)NC1=C(C=CC=C1)S(=O)(=O)C(C)C)OC (N3-[4-(1-ethyl-4-oxido-1,4-azaphosphinan-4-yl)-2-methoxyphenyl]-N5-[2-(propan-2-ylsulfonyl)phenyl]pyridazine-3,5-diamine). The solvent is COCCO (2-Methoxy ethanol), C(C)O (Ethanol). Starting materials: ClC1=CC(=CN=N1)NC1=C(C=CC=C1)S(=O)(=O)C(C)C (6-chloro-N-[2-(propan-2-ylsulfonyl)phenyl]pyridazin-4-amine), C(C)N1CCP(CC1)(=O)C1=CC(=C(N)C=C1)OC (4-(1-ethyl-4-oxido-1,4-azaphosphinan-4-yl)-2-methoxyaniline), Cl (HCl). The reactants are ClC1=NC2=CC=CC=C2N=C1 (2-chloroquinoxaline), FC(S(=O)(=O)OC1=CC2CCC(C1)N2C)(F)F (3-trifluoromethanesulfonyloxy-8-methyl-8-azabicyclo[3.2.1]-oct-2-ene), C[Sn](C)C.C[Sn](C)C (hexamethylditin), [Cl-].[Li+] (lithium chloride), [tetrakis(triphenylphosphine)]palladium, [F-].[K+] (potassium fluoride). The solvent is O1CCOCC1 (dioxane), C(C)(=O)OCC (ethyl acetate). Product: N1=C(C=NC2=CC=CC=C12)C1=CC2CCC(C1)N2C (3-(quinoxalin-2-yl)-8-methyl-8-azabicyclo[3.2.1]oct-2-ene). As a reaction SMILES: Cl[C:2]1[CH:11]=[N:10][C:9]2[C:4](=[CH:5][CH:6]=[CH:7][CH:8]=2)[N:3]=1.FC(F)(F)S(O[C:18]1[CH2:24][CH:23]2[N:25]([CH3:26])[CH:20]([CH2:21][CH2:22]2)[CH:19]=1)(=O)=O.C[Sn](C)C.C[Sn](C)C.[Cl-].[Li+].[F-].[K+]>O1CCOCC1.C(OCC)(=O)C>[N:3]1[C:4]2[C:9](=[CH:8][CH:7]=[CH:6][CH:5]=2)[N:10]=[CH:11][C:2]=1[C:18]1[CH2:19][CH:20]2[N:25]([CH3:26])[CH:23]([CH2:22][CH2:21]2)[CH:24]=1 |f:2.3,4.5,6.7,^1:29,33|. Procedure: A mixture of 2-chloroquinoxaline, 3-trifluoromethanesulfonyloxy-8-methyl-8-azabicyclo[3.2.1]-oct-2-ene, hexamethylditin, lithium chloride, and [tetrakis(triphenylphosphine)]palladium in dioxane is stirred at reflux for 18 hours. The reaction mixture is cooled to room temperature and then poured into a mixture of saturated aqueous potassium fluoride and ethyl acetate. After stirring for two hours, the phases are separated. The organic phase is washed with saturated aqueous sodium chloride, dried ...